This data is from the Open Reaction Database (ORD), a public repository of structured organic reaction records. The task is: describe an organic reaction: reactants, conditions, products, and yield The product is OC(c1ccc(Cl)cc1Cl)C(Oc1ccc(Cl)cc1)n1ccnc1. Reaction SMILES: [BH4-:28].[C:31](=[O:32])([OH:33])[O-:34].[CH3:36][OH:37].[Cl:2][c:3]1[cH:4][cH:5][c:6]([O:7][CH:8]([C:9](=[O:10])[c:11]2[c:12]([Cl:18])[cH:13][c:14]([Cl:17])[cH:15][cH:16]2)[n:19]2[cH:20][n:21][cH:22][cH:23]2)[cH:24][cH:25]1.[ClH:1].[ClH:30].[Na+:27].[Na+:29].[Na+:35].[OH-:26]>>[Cl:2][c:3]1[cH:4][cH:5][c:6]([O:7][CH:8]([CH:9]([OH:10])[c:11]2[c:12]([Cl:18])[cH:13][c:14]([Cl:17])[cH:15][cH:16]2)[n:19]2[cH:20][n:21][cH:22][cH:23]2)[cH:24][cH:25]1. The reactants are [BH4-], O=C([O-])O, CO, O=C(c1ccc(Cl)cc1Cl)C(Oc1ccc(Cl)cc1)n1ccnc1, Cl, Cl, [Na+], [Na+], [Na+], [OH-].